This data is from the Open Reaction Database (ORD), a public repository of structured organic reaction records. The task is: describe an organic reaction: reactants, conditions, products, and yield Reactants: C(C1=CC=CC=C1)OC(=O)NCC(CC(=O)OCC)=O (ethyl 4-benzyloxycarbonylamino-3-oxobutyrate), C(C)O (ethanol), Ru2Cl4((R)-Tol-BINAP)2. Run in CCN(CC)CC (NEt3). Conditions: time 17 hour. Product: C(C1=CC=CC=C1)OC(=O)NC[C@H](CC(=O)OCC)O (ethyl (S)-4-benzyloxycarbonylamino-3-hydroxybutyrate). Yield: 106.4%. Reaction SMILES: [CH2:1]([O:8][C:9]([NH:11][CH2:12][C:13](=[O:20])[CH2:14][C:15]([O:17][CH2:18][CH3:19])=[O:16])=[O:10])[C:2]1[CH:7]=[CH:6][CH:5]=[CH:4][CH:3]=1.C(O)C>CCN(CC)CC>[CH2:1]([O:8][C:9]([NH:11][CH2:12][C@@H:13]([OH:20])[CH2:14][C:15]([O:17][CH2:18][CH3:19])=[O:16])=[O:10])[C:2]1[CH:3]=[CH:4][CH:5]=[CH:6][CH:7]=1. Reported procedure: In a 200 ml autoclave were charged 40 g (0.13 mol) of ethyl 4-benzyloxycarbonylamino-3-oxobutyrate, 120 ml of ethanol, and 173 mg (0.102 mmol) of Ru2Cl4((R)-Tol-BINAP)2.NEt3, and asymmetric hydrogenation was carried out at 50° C. under a hydrogen pressure of 30 torr. for 17 hours (conversion: 98.4%; optical purity: 94%e.e.). Ethanol was evaporated under reduced pressure to furnish 38.9 g of the title compound as liquid. An aliquot of the product was purified to find that the yield was 91%. The reactants are OCC(F)(F)F, O=[N+]([O-])c1ccc(F)cc1, CN(C)C=O. Product: O=[N+]([O-])c1ccc(OCC(F)(F)F)cc1. RXN SMILES: [F:1][C:2]([CH2:3][OH:4])([F:5])[F:6].[F:7][c:8]1[cH:9][cH:10][c:11]([N+:14](=[O:15])[O-:16])[cH:12][cH:13]1.[O:17]=[CH:18][N:19]([CH3:20])[CH3:21]>>[F:1][C:2]([CH2:3][O:4][c:8]1[cH:9][cH:10][c:11]([N+:14](=[O:15])[O-:16])[cH:12][cH:13]1)([F:5])[F:6]. Starting materials: F[B-](F)(F)F, COc1cc(C2CCC(C)(C(=O)O)N2C(=O)OC(C)(C)C)ccc1OCc1ccccc1F, CCN(C(C)C)C(C)C, [Na+], O=C([O-])O, CN(C)C=O, CN(C)C(On1nnc2ccccc21)=[N+](C)C. Reaction SMILES: [B-:43]([F:44])([F:45])([F:46])[F:47].[CH3:1][C:2]([CH3:3])([CH3:4])[O:5][C:6](=[O:7])[N:8]1[C:9]([C:10](=[O:11])[OH:12])([CH3:33])[CH2:13][CH2:14][CH:15]1[c:16]1[cH:17][c:18]([O:31][CH3:32])[c:19]([O:22][CH2:23][c:24]2[c:25]([F:30])[cH:26][cH:27][cH:28][cH:29]2)[cH:20][cH:21]1.[CH:34]([N:37]([CH:35]([CH3:36])[CH3:38])[CH2:39][CH3:40])([CH3:41])[CH3:42].[Na+:69].[O-:65][C:66]([OH:67])=[O:68].[O:70]=[CH:71][N:72]([CH3:73])[CH3:74].[n:48]1([O:49][C:50]([N:51]([CH3:52])[CH3:53])=[N+:54]([CH3:55])[CH3:56])[c:57]2[cH:58][cH:59][cH:60][cH:61][c:62]2[n:63][n:64]1>>[CH3:1][C:2]([CH3:3])([CH3:4])[O:5][C:6](=[O:7])[N:8]1[C:9]([C:10](=[O:11])[NH2:37])([CH3:33])[CH2:13][CH2:14][CH:15]1[c:16]1[cH:17][c:18]([O:31][CH3:32])[c:19]([O:22][CH2:23][c:24]2[c:25]([F:30])[cH:26][cH:27][cH:28][cH:29]2)[cH:20][cH:21]1. Product: COc1cc(C2CCC(C)(C(N)=O)N2C(=O)OC(C)(C)C)ccc1OCc1ccccc1F.